This data is from the Open Reaction Database (ORD), a public repository of structured organic reaction records. The task is: describe an organic reaction: reactants, conditions, products, and yield Reactants: BrCC=1C=C(C(=O)OC)C=C(C1)CBr (Methyl 3,5-bis(bromomethyl)-benzoate), N1=C(C=CC=C1)CNCC1=NC=CC=C1 (di-(2-picolyl)-amine), C(=O)([O-])[O-].[K+].[K+] (K2CO3). Run in C(C)#N (ACN). Product: N1=C(C=CC=C1)CN(CC1=NC=CC=C1)CC=1C=C(C(=O)OC)C=C(C1)CN(CC1=NC=CC=C1)CC1=NC=CC=C1 (Methyl 3,5-bis[[bis(2-pyridylmethyl)amino]methyl]benzoate). Reaction SMILES: Br[CH2:2][C:3]1[CH:4]=[C:5]([CH:10]=[C:11]([CH2:13]Br)[CH:12]=1)[C:6]([O:8][CH3:9])=[O:7].[N:15]1[CH:20]=[CH:19][CH:18]=[CH:17][C:16]=1[CH2:21][NH:22][CH2:23][C:24]1[CH:29]=[CH:28][CH:27]=[CH:26][N:25]=1.C([O-])([O-])=O.[K+].[K+]>C(#N)C>[N:15]1[CH:20]=[CH:19][CH:18]=[CH:17][C:16]=1[CH2:21][N:22]([CH2:2][C:3]1[CH:4]=[C:5]([CH:10]=[C:11]([CH2:13][N:22]([CH2:21][C:16]2[CH:17]=[CH:18][CH:19]=[CH:20][N:15]=2)[CH2:23][C:24]2[CH:29]=[CH:28][CH:27]=[CH:26][N:25]=2)[CH:12]=1)[C:6]([O:8][CH3:9])=[O:7])[CH2:23][C:24]1[CH:29]=[CH:28][CH:27]=[CH:26][N:25]=1 |f:2.3.4|. Procedure: Methyl 3,5-bis(bromomethyl)-benzoate (500 mg, 1.6 mmol) and di-(2-picolyl)-amine (800 mg, 725 μL, 4 mmol) were dissolved in ACN followed by the addition of dry K2CO3 (1.1 g, 7.9 mmol). The reaction mixture was refluxed overnight under reflux condenser equipped with a CaCl2 tube. The reaction mixture was filtered and filtrate was evaporated under reduced pressure. Yellow residue was purified by flash chromatography (Al2O3 neutral, firstly AcOEt was used to elute impurities and then MeOH/AcOEt=1:9... Reactants: NC1COC1=O, CN(C)C=O, Cc1ccc(S(=O)(=O)O)cc1, c1cn[nH]c1. Product: NC(Cn1cccn1)C(=O)O. As a reaction SMILES: [NH2:12][CH:13]1[C:14](=[O:17])[O:15][CH2:16]1.[O:23]=[CH:24][N:25]([CH3:26])[CH3:27].[OH:1][S:2]([c:3]1[cH:4][cH:5][c:6]([CH3:7])[cH:8][cH:9]1)(=[O:10])=[O:11].[nH:18]1[n:19][cH:20][cH:21][cH:22]1>>[NH2:12][CH:13]([C:14]([OH:15])=[O:17])[CH2:16][n:18]1[n:19][cH:20][cH:21][cH:22]1.